Dataset: the Open Reaction Database (ORD), a public repository of structured organic reaction records. Task: describe an organic reaction: reactants, conditions, products, and yield Reaction conditions: time 3 hour. The product is ClC1=CC=C(C=C1)[C@H](C)C=1C(=C(C(=O)O)C=CC1)CN(C(=O)N)C1=CC=C(C=C1)C1CCCCC1 (3-[1(S)-(4-Chlorophenyl)ethyl]-1-(4-cyclohexylphenyl)ureidomethyl benzoic Acid). Reaction SMILES: COC(=O)[C:4]1[CH:9]=C[C:7]([CH2:10][N:11]([C:24]2[CH:29]=[CH:28][C:27]([CH:30]3[CH2:35][CH2:34][CH2:33][CH2:32][CH2:31]3)=[CH:26][CH:25]=2)[C:12]([NH:14][C@H](C2C=CC(Cl)=CC=2)C)=[O:13])=[CH:6][CH:5]=1.[OH-:37].[Na+].[ClH:39].[CH2:40]([OH:42])[CH3:41]>>[Cl:39][C:24]1[CH:29]=[CH:28][C:27]([C@@H:30]([C:6]2[C:7]([CH2:10][N:11]([C:24]3[CH:29]=[CH:28][C:27]([CH:30]4[CH2:31][CH2:32][CH2:33][CH2:34][CH2:35]4)=[CH:26][CH:25]=3)[C:12]([NH2:14])=[O:13])=[C:41]([CH:9]=[CH:4][CH:5]=2)[C:40]([OH:37])=[O:42])[CH3:31])=[CH:26][CH:25]=1 |f:1.2|. Procedure: 4-[3-[1(S)-(4-Chlorophenyl)ethyl]-1-(4-cyclohexylphenyl)ureidomethyl]benzoic acid methyl ester (35.0 g, 69.3 mmol) was dissolved in ethanol (400 mL). 4 N aqueous sodium hydroxide (100 mL) was added and the clear solution was stirred at room temperature for 3 hours. The solution was neutralised with 4 N hydrochloric acid (100 mL), and placed upon an ice bath to initiate crystallization. The crystals were collected, washed extensively with water, and dried in vacuo overnight. Yield: 34.25 g (100%)... The reactants are [OH-].[Na+] (sodium hydroxide), COC(C1=CC=C(C=C1)CN(C(=O)N[C@@H](C)C1=CC=C(C=C1)Cl)C1=CC=C(C=C1)C1CCCCC1)=O (4-[3-[1(S)-(4-Chlorophenyl)ethyl]-1-(4-cyclohexylphenyl)ureidomethyl]benzoic acid methyl ester), C(C)O (ethanol), Cl (hydrochloric acid).